Dataset: the Open Reaction Database (ORD), a public repository of structured organic reaction records. Task: describe an organic reaction: reactants, conditions, products, and yield Reactants: C1CCCNCC1, O=[N+]([O-])c1c(Cl)nc(C2CC2)nc1NC1CC1. Yields the product O=[N+]([O-])c1c(NC2CC2)nc(C2CC2)nc1N1CCCCCC1. RXN SMILES: [CH2:18]1[CH2:19][CH2:20][CH2:21][NH:22][CH2:23][CH2:24]1.[Cl:1][c:2]1[c:3]([N+:15](=[O:16])[O-:17])[c:4]([NH:11][CH:12]2[CH2:13][CH2:14]2)[n:5][c:6]([CH:8]2[CH2:9][CH2:10]2)[n:7]1>>[c:2]1([N:22]2[CH2:21][CH2:20][CH2:19][CH2:18][CH2:24][CH2:23]2)[c:3]([N+:15](=[O:16])[O-:17])[c:4]([NH:11][CH:12]2[CH2:13][CH2:14]2)[n:5][c:6]([CH:8]2[CH2:9][CH2:10]2)[n:7]1. Starting materials: C(C)C(N(CP(=O)O)C(=O)OCC1=CC=CC=C1)C(=O)O (Ethyl-N-(benzyloxycarbonyl)-N-(hydroxyphosphinylmethyl)glycine), P(Cl)(Cl)Cl (phosphorus trichloride). The solvent is C1=CC=CC=C1 (benzene). Yields the product C(C)C(N(CP(Cl)Cl)C(=O)OCC1=CC=CC=C1)C(=O)O (ethyl-N-(benzyloxycarbonyl)-N-[bis(chloro)phosphinomethyl]glycine). Reaction SMILES: [CH2:1]([CH:3]([C:19]([OH:21])=[O:20])[N:4]([C:9]([O:11][CH2:12][C:13]1[CH:18]=[CH:17][CH:16]=[CH:15][CH:14]=1)=[O:10])[CH2:5]P(O)=O)[CH3:2].[P:22]([Cl:25])(Cl)[Cl:23]>C1C=CC=CC=1>[CH2:1]([CH:3]([C:19]([OH:21])=[O:20])[N:4]([C:9]([O:11][CH2:12][C:13]1[CH:18]=[CH:17][CH:16]=[CH:15][CH:14]=1)=[O:10])[CH2:5][P:22]([Cl:25])[Cl:23])[CH3:2]. Procedure details: Ethyl-N-(benzyloxycarbonyl)-N-(hydroxyphosphinylmethyl)glycine was dissolved in benzene and added dropwise to a stirred solution of phosphorus trichloride to yield ethyl-N-(benzyloxycarbonyl)-N-[bis(chloro)phosphinomethyl]glycine. After stirring for 5-10 minutes, the solution was filtered and concentrated in vacuo to yield the phosphine dichloride (21.8 g, 0.0619 mole) which was dissolved in tetrahydrofuran. To the tetrahydrofuran solution was added isopropanol (3.71 g, 0.0619 mole) and triethyl... As a reaction SMILES: [C:47](=[O:48])([O-:49])[O-:50].[CH3:1][O:2][C:3]([CH:4]([CH2:5][c:6]1[c:7]([F:13])[cH:8][c:9]([OH:12])[cH:10][cH:11]1)[O:14][CH2:15][CH3:16])=[O:17].[Cl:18][CH2:19][c:20]1[n:21][c:22](-[c:26]2[c:27]([F:32])[cH:28][cH:29][cH:30][cH:31]2)[o:23][c:24]1[CH3:25].[Cs+:51].[Cs+:52].[F:33][c:34]1[cH:35][cH:36][cH:37][cH:38][c:39]1[CH:40]=[O:41].[I-:54].[K+:53].[P:42]([Cl:43])([Cl:44])([Cl:45])=[O:46]>>[CH3:1][O:2][C:3]([CH:4]([CH2:5][c:6]1[c:7]([F:13])[cH:8][c:9]([O:12][CH2:19][c:20]2[n:21][c:22](-[c:26]3[c:27]([F:32])[cH:28][cH:29][cH:30][cH:31]3)[o:23][c:24]2[CH3:25])[cH:10][cH:11]1)[O:14][CH2:15][CH3:16])=[O:17]. The product is CCOC(Cc1ccc(OCc2nc(-c3ccccc3F)oc2C)cc1F)C(=O)OC. Starting materials: O=C([O-])[O-], CCOC(Cc1ccc(O)cc1F)C(=O)OC, Cc1oc(-c2ccccc2F)nc1CCl, [Cs+], [Cs+], O=Cc1ccccc1F, [I-], [K+], O=P(Cl)(Cl)Cl. Procedure: A stirring solution of 2-(N-benzyl-N-methylamino)ethyl-5-(furan-2-yl)-5,8-dihydro-1,3,7-trimethyl-2,4-dioxopyrido [2,3-d]pyrimidine-6-carboxylate (2.0 g, 0.004 M; Example XVI) in methanol (100 ml) was adjusted to pH≈1 via dropwise addition of concentrated HCl. Evaporation of solvent gave a brown oil, which was dissolved in methanol and treated with activated charcoal. Filtration of the solution to remove the charcoal and evaporation of solvent from the filtrate gave a yellow solid residue which ... Solvent: CO (methanol), CO (methanol). Starting materials: C(C1=CC=CC=C1)N(C)CCOC(=O)C=1C(C2=C(N(C(N(C2=O)C)=O)C)NC1C)C=1OC=CC1 (2-(N-benzyl-N-methylamino)ethyl-5-(furan-2-yl)-5,8-dihydro-1,3,7-trimethyl-2,4-dioxopyrido [2,3-d]pyrimidine-6-carboxylate), Cl (HCl), C (charcoal). Yield: 75.0%. Reaction SMILES: [CH2:1]([N:8]([CH2:10][CH2:11][O:12][C:13]([C:15]1[CH:16]([C:30]2[O:31][CH:32]=[CH:33][CH:34]=2)[C:17]2[C:22](=[O:23])[N:21]([CH3:24])[C:20](=[O:25])[N:19]([CH3:26])[C:18]=2[NH:27][C:28]=1[CH3:29])=[O:14])[CH3:9])[C:2]1[CH:7]=[CH:6][CH:5]=[CH:4][CH:3]=1.[ClH:35].C>CO>[OH2:12].[ClH:35].[O:31]1[CH:32]=[CH:33][CH:34]=[C:30]1[CH:16]1[C:17]2[C:22](=[O:23])[N:21]([CH3:24])[C:20](=[O:25])[N:19]([CH3:26])[C:18]=2[NH:27][C:28]([CH3:29])=[C:15]1[C:13]([O:12][CH2:11][CH2:10][N:8]([CH2:1][C:2]1[CH:7]=[CH:6][CH:5]=[CH:4][CH:3]=1)[CH3:9])=[O:14] |f:4.5.6|. Yields the product O.Cl.O1C(=CC=C1)C1C(=C(NC=2N(C(N(C(C21)=O)C)=O)C)C)C(=O)OCCN(C)CC2=CC=CC=C2 (2-(N-Benzyl-N-methylamino)ethyl 5-(Furan-2-yl)-5,8-dihydro-1,3,7-trimethyl-2,4-dioxopyrido[2,3-d]pyrimidine-6-carboxylate Monohydrochloride Monohydrate). Reactants: BrC1=CC=C(C=C1)[C@H]1[C@@H](C1)CCOS(=O)(=O)C ((1S,2R)-Methanesulfonic acid 2-[2-(4-bromo-phenyl)-cyclopropyl]-ethyl ester), N (NH3), BrC1=CC=C(C=C1)[C@H]1[C@H](C1)CCOS(=O)(=O)C ((1R,2R)-methanesulfonic acid 2-[2-(4-bromo-phenyl)-cyclopropyl]-ethyl ester), product. Yields the product BrC1=CC=C(C=C1)[C@H]1[C@@H](C1)CCN1[C@@H](CCC1)C ((2R)-1-{2-[(1S,2R)-2-(4-Bromophenyl)cyclopropyl]ethyl}-2-methylpyrrolidine). Reaction SMILES: [Br:1][C:2]1[CH:7]=[CH:6][C:5]([C@@H:8]2[CH2:10][C@H:9]2[CH2:11][CH2:12]OS(C)(=O)=O)=[CH:4][CH:3]=1.Br[C:19]1[CH:24]=C[C:22]([C@@H]2C[C@@H]2CCOS(C)(=O)=O)=[CH:21][CH:20]=1.[NH3:35]>>[Br:1][C:2]1[CH:7]=[CH:6][C:5]([C@@H:8]2[CH2:10][C@H:9]2[CH2:11][CH2:12][N:35]2[CH2:22][CH2:21][CH2:20][C@H:19]2[CH3:24])=[CH:4][CH:3]=1. Procedure: The title compound was prepared according to the methods outlined in Example 26I substituting the product from Example 27A, (1R,2R)-methanesulfonic acid 2-[2-(4-bromo-phenyl)-cyclopropyl]-ethyl ester, for the product from Example 26H. 1H NMR (300 MHz, CDCl3, free base): δ 0.75-0.9 (m, 2H), 0.97-1.04 (m, 1H), 1.15 (d, J=6 Hz, 3H), 1.5-1.65 (m, 8H), 1.85-2.35 (m, 3H), 2.85-2.95 (m, 1H), 3.12-3.20 (m, 1H), 6.9 (d, J=9 Hz, 2H), 7.33 (d, J=9 Hz, 2H). MS (DCl—NH3) m/z 310 (M+H)+. Starting materials: CC(=O)[O-], CC(C)=O, Clc1sccc1CBr, [K+], O. The product is CC(=O)OCc1ccsc1Cl. Reaction SMILES: [CH3:10][C:11]([O-:12])=[O:13].[CH3:15][C:16](=[O:17])[CH3:18].[Cl:1][c:2]1[s:3][cH:4][cH:5][c:6]1[CH2:7][Br:8].[K+:9].[OH2:14]>>[Cl:1][c:2]1[s:3][cH:4][cH:5][c:6]1[CH2:7][O:13][C:11]([CH3:10])=[O:12]. Reactants: C=C(OCC)c1ccc2ncc(C(C)c3cc4cnn(C)c4cc3F)n2n1, CC(=O)O, Cl. Yields the product CC(=O)c1ccc2ncc(C(C)c3cc4cnn(C)c4cc3F)n2n1. As a reaction SMILES: [CH2:1]([CH3:2])[O:3][C:4](=[CH2:5])[c:6]1[cH:7][cH:8][c:9]2[n:10]([n:11]1)[c:12]([CH:15]([CH3:16])[c:17]1[cH:18][c:19]3[cH:20][n:21][n:22]([CH3:27])[c:23]3[cH:24][c:25]1[F:26])[cH:13][n:14]2.[CH3:29][C:30](=[O:31])[OH:32].[ClH:28]>>[O:3]=[C:4]([CH3:5])[c:6]1[cH:7][cH:8][c:9]2[n:10]([n:11]1)[c:12]([CH:15]([CH3:16])[c:17]1[cH:18][c:19]3[cH:20][n:21][n:22]([CH3:27])[c:23]3[cH:24][c:25]1[F:26])[cH:13][n:14]2. Starting materials: CC(=O)Nc1ccc(Sc2c(NCc3ccco3)cc(C(=O)O)cc2S(N)(=O)=O)cc1, [Na+], [OH-]. Product: Nc1ccc(Sc2c(NCc3ccco3)cc(C(=O)O)cc2S(N)(=O)=O)cc1. Reaction SMILES: [C:1](=[O:2])([CH3:3])[NH:4][c:5]1[cH:6][cH:7][c:8]([S:11][c:12]2[c:13]([NH:25][CH2:26][c:27]3[cH:28][cH:29][cH:30][o:31]3)[cH:14][c:15]([C:16](=[O:17])[OH:18])[cH:19][c:20]2[S:21]([NH2:22])(=[O:23])=[O:24])[cH:9][cH:10]1.[Na+:33].[OH-:32]>>[NH2:4][c:5]1[cH:6][cH:7][c:8]([S:11][c:12]2[c:13]([NH:25][CH2:26][c:27]3[cH:28][cH:29][cH:30][o:31]3)[cH:14][c:15]([C:16](=[O:17])[OH:18])[cH:19][c:20]2[S:21]([NH2:22])(=[O:23])=[O:24])[cH:9][cH:10]1. The reactants are CC(C)(C)OC(=O)N1CCC(O)C1, O=Cc1ccc(O)cc1O, CCOC(=O)N=NC(=O)OCC, C1CCOC1. Product: CC(C)(C)OC(=O)N1CCC(Oc2ccc(C=O)c(O)c2)C1. As a reaction SMILES: [C:11]([CH3:12])([CH3:13])([CH3:14])[O:15][C:16](=[O:17])[N:18]1[CH2:19][CH:20]([OH:23])[CH2:21][CH2:22]1.[CH:1](=[O:2])[c:3]1[cH:4][cH:5][c:6]([OH:7])[cH:8][c:9]1[OH:10].[O:24]=[C:25]([O:26][CH2:27][CH3:28])[N:29]=[N:30][C:31]([O:32][CH2:33][CH3:34])=[O:35].[O:36]1[CH2:37][CH2:38][CH2:39][CH2:40]1>>[CH:1](=[O:2])[c:3]1[cH:4][cH:5][c:6]([O:7][CH:20]2[CH2:19][N:18]([C:16]([O:15][C:11]([CH3:12])([CH3:13])[CH3:14])=[O:17])[CH2:22][CH2:21]2)[cH:8][c:9]1[OH:10]. Reactants: BrC1=CC=C(OC(CNS(=O)(=O)C(C)C)C)C=C1 ([2-(4-bromophenoxy)propyl][(methylethyl)sulfonyl]amine), CC1=CC=C(C=C1)B(O)O (4-methylbenzeneboronic acid), C([O-])([O-])=O.[Na+].[Na+] (sodium carbonate). The reagents and catalysts are Cl[Pd]([P](C1=CC=CC=C1)(C2=CC=CC=C2)C3=CC=CC=C3)([P](C4=CC=CC=C4)(C5=CC=CC=C5)C6=CC=CC=C6)Cl (dichlorobis(triphenylphosphine)palladium(II)). Run in COCCOC (1,2-dimethoxyethane). The product is CC(C)S(=O)(=O)NCC(C)OC1=CC=C(C=C1)C1=CC=C(C=C1)C ([(Methylethyl)sulfonyl]{2-[4-(4-methylphenyl)phenoxy]propyl}amine), co-eluting mixture. The yield is 16.2%. RXN SMILES: Br[C:2]1[CH:18]=[CH:17][C:5]([O:6][CH:7]([CH3:16])[CH2:8][NH:9][S:10]([CH:13]([CH3:15])[CH3:14])(=[O:12])=[O:11])=[CH:4][CH:3]=1.[CH3:19][C:20]1[CH:25]=[CH:24][C:23](B(O)O)=[CH:22][CH:21]=1.C(=O)([O-])[O-].[Na+].[Na+]>Cl[Pd](Cl)([P](C1C=CC=CC=1)(C1C=CC=CC=1)C1C=CC=CC=1)[P](C1C=CC=CC=1)(C1C=CC=CC=1)C1C=CC=CC=1.COCCOC>[CH3:14][CH:13]([S:10]([NH:9][CH2:8][CH:7]([O:6][C:5]1[CH:17]=[CH:18][C:2]([C:23]2[CH:24]=[CH:25][C:20]([CH3:19])=[CH:21][CH:22]=2)=[CH:3][CH:4]=1)[CH3:16])(=[O:12])=[O:11])[CH3:15] |f:2.3.4,^1:37,56|. Procedure details: The title compound (40 mg, 16%, white foam) was prepared from [2-(4-bromophenoxy)propyl][(methylethyl)sulfonyl]amine (239 mg, 0.711 mmol, prepared in example 1), 4-methylbenzeneboronic acid (116 mg, 0.853 mmol), dichlorobis(triphenylphosphine)palladium(II) (20 mg, 0.028 mmol), 2 M sodium carbonate (255 mg in 1.2 mL water), and 1,2-dimethoxyethane (4.75 mL) in a manner analogous to the procedure described in Example 8. The crude material was purified utilizing a Chromatotron® with a 2000 μm rotor...